Dataset: the Open Reaction Database (ORD), a public repository of structured organic reaction records. Task: describe an organic reaction: reactants, conditions, products, and yield Reactants: COc1cc2c(Oc3ccc4[nH]cc(C)c4c3)ncnc2cc1OCC1CCN(C(=O)OC(C)(C)C)CC1, ClCCl, O=C(O)C(F)(F)F. Product: COc1cc2c(Oc3ccc4[nH]cc(C)c4c3)ncnc2cc1OCC1CCNCC1. Reaction SMILES: [C:1]([O:2][C:3](=[O:4])[N:8]1[CH2:9][CH2:10][CH:11]([CH2:14][O:15][c:16]2[c:17]([O:37][CH3:38])[cH:18][c:19]3[c:20]([O:26][c:27]4[cH:28][c:29]5[c:30]([CH3:36])[cH:31][nH:32][c:33]5[cH:34][cH:35]4)[n:21][cH:22][n:23][c:24]3[cH:25]2)[CH2:12][CH2:13]1)([CH3:5])([CH3:6])[CH3:7].[Cl:46][CH2:47][Cl:48].[F:39][C:40]([F:41])([F:42])[C:43]([OH:44])=[O:45]>>[NH:8]1[CH2:9][CH2:10][CH:11]([CH2:14][O:15][c:16]2[c:17]([O:37][CH3:38])[cH:18][c:19]3[c:20]([O:26][c:27]4[cH:28][c:29]5[c:30]([CH3:36])[cH:31][nH:32][c:33]5[cH:34][cH:35]4)[n:21][cH:22][n:23][c:24]3[cH:25]2)[CH2:12][CH2:13]1. Yields the product CC(C)(C)OC(=O)N1c2cnccc2CC1O. The reactants are [Li]CCCC, Cc1ccncc1NC(=O)OC(C)(C)C, CN(C)C=O, C1CCOC1, O. As a reaction SMILES: [CH2:16]([Li:17])[CH2:18][CH2:19][CH3:20].[CH3:1][c:2]1[c:3]([NH:8][C:9]([O:10][C:11]([CH3:12])([CH3:13])[CH3:14])=[O:15])[cH:4][n:5][cH:6][cH:7]1.[CH3:21][N:22]([CH:23]=[O:24])[CH3:25].[O:27]1[CH2:28][CH2:29][CH2:30][CH2:31]1.[OH2:26]>>[CH2:1]1[c:2]2[c:3]([cH:4][n:5][cH:6][cH:7]2)[N:8]([C:9]([O:10][C:11]([CH3:12])([CH3:13])[CH3:14])=[O:15])[CH:23]1[OH:24]. As a reaction SMILES: [CH3:1][C:2]1[N:7]=[C:6]([CH3:8])[C:5]([CH2:9][C:10]([O:12][CH3:13])=[O:11])=[C:4](Cl)[N:3]=1.[Cl:15][C:16]1[CH:28]=[CH:27][CH:26]=[C:25]([Cl:29])[C:17]=1[CH2:18][N:19]1[CH:23]=[CH:22][C:21](=[O:24])[NH:20]1.C(=O)([O-])[O-].[K+].[K+].O>CN(C)C=O.CCOCC>[CH3:1][C:2]1[N:7]=[C:6]([CH3:8])[C:5]([CH2:9][C:10]([O:12][CH3:13])=[O:11])=[C:4]([O:24][C:21]2[CH:22]=[CH:23][N:19]([CH2:18][C:17]3[C:16]([Cl:15])=[CH:28][CH:27]=[CH:26][C:25]=3[Cl:29])[N:20]=2)[N:3]=1 |f:2.3.4|. The solvent is CCOCC (ether), CN(C=O)C (dimethylformamide). Product: CC1=NC(=C(C(=N1)C)CC(=O)OC)OC1=NN(C=C1)CC1=C(C=CC=C1Cl)Cl (methyl 2-[2,4-dimethyl-6-(1-(2,6-dichlorobenzyl)-1H-pyrazol-3-yloxy)-pyrimidin-5-yl]-acetate). The reactants are O (water), CC1=NC(=C(C(=N1)C)CC(=O)OC)Cl (methyl (2,4-dimethyl-6-chloro-5-pyrimidinyl)-acetate), ClC1=C(CN2NC(C=C2)=O)C(=CC=C1)Cl (1-(2,6-dichlorobenzyl)-1H-pyrazol-3-on), C([O-])([O-])=O.[K+].[K+] (potassium carbonate). Procedure: A mixture of methyl (2,4-dimethyl-6-chloro-5-pyrimidinyl)-acetate (0.5 g, 23 mmol), 1-(2,6-dichlorobenzyl)-1H-pyrazol-3-on (5.80 g, 23 mmol) and potassium carbonate (10.0 g, 70 mmol) in dimethylformamide (30 ml) is heated at +130° C. for 2 hours. Addition of water, extraction with ether and drying gives the intermediate methyl 2-[2,4-dimethyl-6-(1-(2,6-dichlorobenzyl)-1H-pyrazol-3-yloxy)-pyrimidin-5-yl]-acetate as a yellow oil.